Dataset: the Open Reaction Database (ORD), a public repository of structured organic reaction records. Task: describe an organic reaction: reactants, conditions, products, and yield The reactants are Cl (hydrochloric acid), Cl.OC(COC1=CC=CC=2NN=NC21)CN2CCC(CC2)COC2=CC=CC=C2 (4-[2-hydroxy-3-(4-phenoxymethylpiperidino)-propoxy]-benzotriazole hydrochloride), N (ammonia), C(C(C)(C)C)(=O)OC(C(C)(C)C)=O (pivalic anhydride), C(C(C)(C)C)(=O)O (pivalic acid), Cl.C(C(C)(C)C)(=O)OC(COC1=CC=CC=2NN=NC21)CN2CCC(CC2)COC2=CC=CC=C2 (4-[2-pivaloyloxy-3-(4-phenoxymethylpiperidino)-propoxy]-benzotriazole hydrochloride). Solvent: CO (methanol). Yields the product C(C(C)(C)C)(=O)OC(COC1=CC=CC=2NN=NC21)CN2CCC(CC2)COC2=CC=CC=C2 (4-[2-Pivaloyloxy-3-(4-phenoxymethylpiperidino)-propoxy]-benzotriazole). Reaction SMILES: Cl.OC(CN1CCC(COC2C=CC=CC=2)CC1)COC1C2N=NNC=2C=CC=1.C(OC(=O)C(C)(C)C)(=O)C(C)(C)C.C(O)(=O)C(C)(C)C.N.Cl.Cl.[C:53]([O:59][CH:60]([CH2:72][N:73]1[CH2:78][CH2:77][CH:76]([CH2:79][O:80][C:81]2[CH:86]=[CH:85][CH:84]=[CH:83][CH:82]=2)[CH2:75][CH2:74]1)[CH2:61][O:62][C:63]1[C:71]2[N:70]=[N:69][NH:68][C:67]=2[CH:66]=[CH:65][CH:64]=1)(=[O:58])[C:54]([CH3:57])([CH3:56])[CH3:55]>CO>[C:53]([O:59][CH:60]([CH2:72][N:73]1[CH2:74][CH2:75][CH:76]([CH2:79][O:80][C:81]2[CH:82]=[CH:83][CH:84]=[CH:85][CH:86]=2)[CH2:77][CH2:78]1)[CH2:61][O:62][C:63]1[C:71]2[N:70]=[N:69][NH:68][C:67]=2[CH:66]=[CH:65][CH:64]=1)(=[O:58])[C:54]([CH3:57])([CH3:56])[CH3:55] |f:0.1,6.7|. Procedure details: A mixture of 5.1 g. 4-[2-hydroxy-3-(4-phenoxymethylpiperidino)-propoxy]-benzotriazole hydrochloride, 6.7 g. pivalic anhydride and 33.3 g. molten pivalic acid is stirred for 3 days at ambient temperature, then poured on to ice, neutralized with an aqueous solution of ammonia and extracted with methylene chloride. After evaporation of the extract, the oily residue obtained is taken up in methanol and rendered weakly acidic with dilute hydrochloric acid. Upon evaporating the solvent, there are obta... Procedure details: 2h is acetylated as described for 2g in Example 5 to yield 2i. Mp 183-188° C. Reaction SMILES: [CH3:1][N:2]([CH3:16])[C:3]1[N:8]=[CH:7][C:6]([C:9]2[CH:10]=[C:11]([CH:13]=[CH:14][CH:15]=2)[NH2:12])=[CH:5][N:4]=1.[C:17](NC1C=CC=C(C2C=CC=CN=2)C=1)(=[O:19])[CH3:18]>>[C:17]([NH:12][C:11]1[CH:13]=[CH:14][CH:15]=[C:9]([C:6]2[CH:7]=[N:8][C:3]([N:2]([CH3:16])[CH3:1])=[N:4][CH:5]=2)[CH:10]=1)(=[O:19])[CH3:18]. The product is C(C)(=O)NC1=CC(=CC=C1)C=1C=NC(=NC1)N(C)C (N-Acetyl 3-(2-(dimethylamino)-5-pyrimidyl)aniline). The reactants are CN(C1=NC=C(C=N1)C=1C=C(N)C=CC1)C (3-(2-(Dimethylamino)-5-pyrimidyl)aniline), C(C)(=O)NC1=CC(=CC=C1)C1=NC=CC=C1 (N-Acetyl 3-(2-pyridyl)aniline). The reactants are BrCC(=O)C1=CC=C(C=C1)F (2-bromo-4′-fluoroacetophenone), CC(C(=O)N)(C)C (2,2-dimethylpropionamide). Solvent: O1CCOCC1 (1,4-dioxane). Product: C(C)(C)(C)C=1OC=C(N1)C1=CC=C(C=C1)F (2-(tert-butyl)-4-(4-fluorophenyl)oxazole). Isolated yield 1254.2%. RXN SMILES: Br[CH2:2][C:3]([C:5]1[CH:10]=[CH:9][C:8]([F:11])=[CH:7][CH:6]=1)=O.[CH3:12][C:13]([CH3:18])([CH3:17])[C:14]([NH2:16])=[O:15]>O1CCOCC1>[C:13]([C:14]1[O:15][CH:2]=[C:3]([C:5]2[CH:10]=[CH:9][C:8]([F:11])=[CH:7][CH:6]=2)[N:16]=1)([CH3:18])([CH3:17])[CH3:12]. Procedure details: Stir a mixture of 2-bromo-4′-fluoroacetophenone (100 g, 460 mmol) and 2,2-dimethylpropionamide (93.06 g, 20 mmol) in 1,4-dioxane (600 mL) at reflux for 2 days. Filter the reaction mixture and concentrate the filtrate under reduced pressure. Subject the residue to silica gel chromatography, eluting with 60:1 hexane:ethyl acetate to provide 55 g (55%) of the desired compound.